From a dataset of the Open Reaction Database (ORD), a public repository of structured organic reaction records. describe an organic reaction: reactants, conditions, products, and yield The reactants are CC(=O)[O-], CC(=O)O, CCOC(C)=O, CC(C)c1ccccc1N, [Cl-], [I-], [Na+]. Product: CC(C)c1cc(I)ccc1N. RXN SMILES: [CH3:12][C:13](=[O:14])[O-:15].[CH3:18][C:19](=[O:20])[OH:21].[CH3:22][CH2:23][O:24][C:25](=[O:26])[CH3:27].[CH:1]([CH3:2])([CH3:3])[c:4]1[c:5]([NH2:10])[cH:6][cH:7][cH:8][cH:9]1.[Cl-:16].[I-:17].[Na+:11]>>[CH:1]([CH3:2])([CH3:3])[c:4]1[c:5]([NH2:10])[cH:6][cH:7][c:8]([I:17])[cH:9]1. Starting materials: C(C)(=O)OC(CCC(=O)OCC1=CC=CC=C1)C (benzyl 4-acetoxypentanoate). Reagents/catalysts: [Pd] (Pd/C). Run in C(C)O (ethanol). Yields the product C(C)(=O)OC(CCC(=O)O)C (4-acetoxypentanoic acid). Reaction SMILES: [C:1]([O:4][CH:5]([CH3:18])[CH2:6][CH2:7][C:8]([O:10]CC1C=CC=CC=1)=[O:9])(=[O:3])[CH3:2]>[Pd].C(O)C>[C:1]([O:4][CH:5]([CH3:18])[CH2:6][CH2:7][C:8]([OH:10])=[O:9])(=[O:3])[CH3:2]. Reported procedure: 87.5 g (0.35 mol) of benzyl 4-acetoxypentanoate are dissolved in 900 ml of abs. ethanol and the solution is hydrogenated at room temperature under normal pressure with the addition of 5 g of 10% Pd/C as catalyst. Upon cessation of hydrogenation, the catalyst is removed by filtration and the filtrate is concentrated by evaporation. Distillation of the residue gives 4-acetoxypentanoic acid as a colourless oil of b.p. 110°-112° C./2.10-2 torr. Procedure: Ethyl 2-[1-(4-chlorophenyl)isoquinolin-5-yl]-2-cyanopropionate (1.0 g) was heated under reflux together with 40 ml of ethanol, 0.20 g of sodium hydroxide and 2 ml of water. After the reaction, the reaction mixture was concentrated under reduced pressure. The resulting oily product was extracted with ether, and dried. The solvent was distilled off, and the residue was recrystallized from ether-hexane to afford 0.5 g of 2-[1-(4-chlorophenyl)isoquinolin-5-yl]propionitrile as colorless needles havin... Reaction SMILES: [Cl:1][C:2]1[CH:7]=[CH:6][C:5]([C:8]2[C:17]3[C:12](=[C:13]([C:18]([C:25]#[N:26])(C)[C:19](OCC)=O)[CH:14]=[CH:15][CH:16]=3)[CH:11]=[CH:10][N:9]=2)=[CH:4][CH:3]=1.C(O)C.[OH-].[Na+]>O>[Cl:1][C:2]1[CH:7]=[CH:6][C:5]([C:8]2[C:17]3[C:12](=[C:13]([CH:18]([CH3:19])[C:25]#[N:26])[CH:14]=[CH:15][CH:16]=3)[CH:11]=[CH:10][N:9]=2)=[CH:4][CH:3]=1 |f:2.3|. Product: ClC1=CC=C(C=C1)C1=NC=CC2=C(C=CC=C12)C(C#N)C (2-[1-(4-chlorophenyl)isoquinolin-5-yl]propionitrile). The reactants are C(C)O (ethanol), [OH-].[Na+] (sodium hydroxide), ClC1=CC=C(C=C1)C1=NC=CC2=C(C=CC=C12)C(C(=O)OCC)(C)C#N (Ethyl 2-[1-(4-chlorophenyl)isoquinolin-5-yl]-2-cyanopropionate). Isolated yield 62.3%. Solvent: O (water). Starting materials: C(C)(C)C1=C(C=CC=C1)O (2-isopropylphenol), BrBr (bromine), C(=O)(O)[O-].[Na+] (NaHCO3). Solvent: C(Cl)Cl (DCM). Run at time 18 hour. Yields the product BrC1=CC(=C(C=C1)O)C(C)C (4-bromo-2-isopropyl-phenol). RXN SMILES: [CH:1]([C:4]1[CH:9]=[CH:8][CH:7]=[CH:6][C:5]=1[OH:10])([CH3:3])[CH3:2].[Br:11]Br.C([O-])(O)=O.[Na+]>C(Cl)Cl>[Br:11][C:8]1[CH:7]=[CH:6][C:5]([OH:10])=[C:4]([CH:1]([CH3:3])[CH3:2])[CH:9]=1 |f:2.3|. Procedure: To a solution of 2-isopropylphenol (1.39 mL, 10 mmol, 1 eq.) in DCM (8 mL), bromine (0.52 mL, 10 mmol, 1 eq.) was added at r.t. over a period of 10 min. The reaction mixture was stirred at r.t. for 18 hours. The mixture was poured into a mixture of sat. aq. NaHCO3 soln. (25 mL) and ice. The resulting mixture was extracted with AcOEt (2×25 mL). The comb. org. layers were washed successively with water (25 mL) and sat. aq. NaCl soln. (25 mL), then dried over MgSO4, filtered, and concentrated in va... The reactants are NC1=C2N=CN(C2=NC=N1)CC1=NC2=CC=CC(=C2C(N1C1=C(C=CC=C1)C)=O)C (2-((6-amino-9H-purin-9-yl)methyl)-5-methyl-3-o-tolylquinazolin-4(3H)-one), NC1=C(C(=O)O)C(=CC=C1)C (2-amino-6-methylbenzoic acid), ClCC(=O)Cl (2-chloroacetyl chloride). The product is ClCC(=O)NC1=C(C(=O)O)C(=CC=C1)C (2-(−2-chloroacetamido)-6-methylbenzoic acid). Reaction SMILES: NC1N=CN=C2C=1N=CN2CC1N(C2C=CC=CC=2C)C(=O)C2C(=CC=CC=2C)N=1.[NH2:31][C:32]1[CH:40]=[CH:39][CH:38]=[C:37]([CH3:41])[C:33]=1[C:34]([OH:36])=[O:35].[Cl:42][CH2:43][C:44](Cl)=[O:45]>>[Cl:42][CH2:43][C:44]([NH:31][C:32]1[CH:40]=[CH:39][CH:38]=[C:37]([CH3:41])[C:33]=1[C:34]([OH:36])=[O:35])=[O:45]. Procedure details: The synthetic scheme for the preparation of 2-((6-amino-9H-purin-9-yl)methyl)-5-methyl-3-o-tolylquinazolin-4(3H)-one, 1, is shown in FIG. 1. 2-amino-6-methylbenzoic acid, 1″, is reacted with 2-chloroacetyl chloride to produce the 2-(−2-chloroacetamido)-6-methylbenzoic acid, 2″. Reaction with o-toluidine and phosphoryl trichloride yields the cyclized intermediate, 3″. Further reaction with diBOC-protected adenine give the BOC protected product, 4″, which is deprotected resulting in 2-((6-amino-9H... Reactants: BrC(=C[C@@H]1C[C@@H](CC1)OC1=CC=C(C=C1)F)Br (1,1 -dibromo-2-{cis-3-(4-fluorophenoxy)cyclopentyl}ethene), C(CCC)[Li] (n-butyllithium), C(C)=O (acetaldehyde). Solvent: C1CCOC1 (THF), C1CCOC1 (THF). Reaction conditions: time 0.5 hour. Yields the product FC1=CC=C(O[C@H]2C[C@H](CC2)C#CC(C)O)C=C1 (4-{cis-3-(4-Fluorophenoxy)cyclopentyl}-3-butyn-2-ol). RXN SMILES: Br[C:2](Br)=[CH:3][C@H:4]1[CH2:8][CH2:7][C@@H:6]([O:9][C:10]2[CH:15]=[CH:14][C:13]([F:16])=[CH:12][CH:11]=2)[CH2:5]1.C([Li])CCC.[CH:23](=[O:25])[CH3:24]>C1COCC1>[F:16][C:13]1[CH:14]=[CH:15][C:10]([O:9][C@@H:6]2[CH2:7][CH2:8][C@H:4]([C:3]#[C:2][CH:23]([OH:25])[CH3:24])[CH2:5]2)=[CH:11][CH:12]=1. Reported procedure: A solution of 1,1 -dibromo-2-{cis-3-(4-fluorophenoxy)cyclopentyl}ethene (6.12 g, 18 mmol) in dry THF (50 ml) at -78° C. under an argon atmosphere was added n-butyllithium (24.5 ml, 39 mmol, 1.6M n-hexane solution). The mixture was stirred for 0.5 h at the same temperature and then allowed to warm to room temperature over 1 h. The mixture was cooled to 0° C., a solution of dry acetaldehyde (1.76 g, 40 mmol) in dry THF (20 ml) added to the mixture and the whole stirred overnight at room temperatur... Reactants: C(C)N(CC)S(F)(F)F (diethylaminosulfur trifluoride), C(C)(C)(C)OC(=O)N1CCC(CC1)(O)CC1=CC=CC=C1 (1-tert-butyloxycarbonyl-4-benzyl-4-hydroxypiperidine), O (Water), C([O-])([O-])=O.[K+].[K+] (potassium carbonate). Run in ClCCl (dichloromethane), ClCCl (dichloromethane). Run at temperature -71 celsius, time 50 minute. The product is 1-tert-butyloxycarbonyl-3,4-dehydro-4-benzylpiperidine, C(C)(C)(C)OC(=O)N1CCC(CC1)(F)CC1=CC=CC=C1 (1-tert-Butyloxycarbonyl-4-benzyl-4fluoropiperidine). Isolated yield 51.1%. Reaction SMILES: C(N(S(F)(F)[F:7])CC)C.[C:10]([O:14][C:15]([N:17]1[CH2:22][CH2:21][C:20]([CH2:24][C:25]2[CH:30]=[CH:29][CH:28]=[CH:27][CH:26]=2)(O)[CH2:19][CH2:18]1)=[O:16])([CH3:13])([CH3:12])[CH3:11].O.C(=O)([O-])[O-].[K+].[K+]>ClCCl>[C:10]([O:14][C:15]([N:17]1[CH2:22][CH2:21][C:20]([CH2:24][C:25]2[CH:30]=[CH:29][CH:28]=[CH:27][CH:26]=2)([F:7])[CH2:19][CH2:18]1)=[O:16])([CH3:13])([CH3:12])[CH3:11] |f:3.4.5|. Procedure details: To a cooled (-71° C.) and stirred solution of diethylaminosulfur trifluoride (634 μl, 4.80 mmol) in anhydrous dichloromethane (15 ml) was added dropwise, via cannula, a solution of 1-tert-butyloxycarbonyl-4-benzyl-4-hydroxypiperidine (700 mg, 2.40 mmol) in anhydrous dichloromethane (15 ml) over 20 minutes, under nitrogen. After a further 50 minutes at -75° C., the mixture was warmed to -10° C. and stirred for a further 2 hours. Water (20 ml) and saturated aqueous potassium carbonate (7 ml) were ... Reactants: Cl.NC1=C(C(=O)OC)C=CC(=C1)C(=O)OC (dimethyl aminoterephthalate hydrochloride), N(=O)[O-].[Na+] (sodium nitrite), diazonium salt, C(C)(=O)[O-] (acetate), C(CC(=O)C)(=O)N1C(C(NC2=CC(=C(C=C12)N)OC)=O)=O (N-acetoacetyl-6-methoxy-7-aminoquinoxaline-2,3-dione). Conditions: temperature 96 celsius. Yields the product O=C(C(N=NC1=C(C(=O)OC)C=CC(=C1)C(=O)OC)C(NC1=C(C=C2NC(C(NC2=C1)=O)=O)OC)=O)C (Dimethyl 2-[2-oxo-1-(1,2,3,4-tetrahydro-2,3-dioxo-6-methoxyquinoxalin-7-ylcarbamoyl)propylazo]terephthalate). RXN SMILES: Cl.[NH2:2][C:3]1[CH:12]=[C:11]([C:13]([O:15][CH3:16])=[O:14])[CH:10]=[CH:9][C:4]=1[C:5]([O:7][CH3:8])=[O:6].N([O-])=O.[Na+].[C:21]([O-:24])(=O)[CH3:22].C([N:31]1[C:40]2[C:35](=[CH:36][C:37]([O:42][CH3:43])=[C:38]([NH2:41])[CH:39]=2)[NH:34][C:33](=[O:44])[C:32]1=[O:45])(=O)CC(C)=O>>[O:24]=[C:21]([CH3:22])[CH:38]([C:37](=[O:42])[NH:41][C:38]1[CH:39]=[C:40]2[C:35]([NH:34][C:33](=[O:44])[C:32](=[O:45])[NH:31]2)=[CH:36][C:37]=1[O:42][CH3:43])[N:41]=[N:2][C:3]1[CH:12]=[C:11]([C:13]([O:15][CH3:16])=[O:14])[CH:10]=[CH:9][C:4]=1[C:5]([O:7][CH3:8])=[O:6] |f:0.1,2.3|. Procedure: 0.1 mol of dimethyl aminoterephthalate hydrochloride is diazotized with sodium nitrite at from 0 to 10° C. The clarified diazonium salt solution is added dropwise at room temperature over 1 hour to an acetate-buffered suspension of 0.1 mol of N-acetoacetyl-6-methoxy-7-aminoquinoxaline-2,3-dione in the presence of a sufactant, such as ®LUTENSOL AT 25. When coupling is at an end the mixture is heated to 96° C.and the product is filtered and washed free of salt. The moist presscake is suspended in ... The reactants are ClC(Cl)(Cl)Cl, O=C1CCC(=O)N1Cl, Cc1ccc(-c2ccccn2)cc1. Product: ClCc1ccc(-c2ccccn2)cc1. Reaction SMILES: [C:22]([Cl:23])([Cl:24])([Cl:25])[Cl:26].[Cl:14][N:15]1[C:16](=[O:17])[CH2:18][CH2:19][C:20]1=[O:21].[c:1]1([CH3:13])[cH:2][cH:3][c:4](-[c:7]2[n:8][cH:9][cH:10][cH:11][cH:12]2)[cH:5][cH:6]1>>[c:1]1([CH2:13][Cl:14])[cH:2][cH:3][c:4](-[c:7]2[n:8][cH:9][cH:10][cH:11][cH:12]2)[cH:5][cH:6]1. The reactants are CCOC(C)=O, O=S(=O)(Nc1cc(Cl)c(O)c(Cl)c1)c1ccc(C(F)(F)F)cc1Cl, O=[N+]([O-])c1ccc2nc(Cl)sc2c1, Cl, [H-], [Na+], CN(C)C=O. Product: O=[N+]([O-])c1ccc2nc(Oc3c(Cl)cc(NS(=O)(=O)c4ccc(C(F)(F)F)cc4Cl)cc3Cl)sc2c1. As a reaction SMILES: [CH3:45][CH2:46][O:47][C:48]([CH3:49])=[O:50].[Cl:1][c:2]1[c:3]([S:12](=[O:13])(=[O:14])[NH:15][c:16]2[cH:17][c:18]([Cl:24])[c:19]([OH:23])[c:20]([Cl:22])[cH:21]2)[cH:4][cH:5][c:6]([C:8]([F:9])([F:10])[F:11])[cH:7]1.[Cl:27][c:28]1[s:29][c:30]2[c:31]([n:32]1)[cH:33][cH:34][c:35]([N+:37](=[O:38])[O-:39])[cH:36]2.[ClH:51].[H-:26].[Na+:25].[O:40]=[CH:41][N:42]([CH3:43])[CH3:44]>>[Cl:1][c:2]1[c:3]([S:12](=[O:13])(=[O:14])[NH:15][c:16]2[cH:17][c:18]([Cl:24])[c:19]([O:23][c:28]3[s:29][c:30]4[c:31]([n:32]3)[cH:33][cH:34][c:35]([N+:37](=[O:38])[O-:39])[cH:36]4)[c:20]([Cl:22])[cH:21]2)[cH:4][cH:5][c:6]([C:8]([F:9])([F:10])[F:11])[cH:7]1.